Dataset: the Open Reaction Database (ORD), a public repository of structured organic reaction records. Task: describe an organic reaction: reactants, conditions, products, and yield Reactants: ClCCl (dichloro methane), ClC1=C(C=CC(=C1)OC1=CC=C(C=C1)Cl)C(CN1N=CN=C1)(C=C)O (2-[2-chloro-4-(4-chlorophenoxy)phenyl]-1-(1,2,4-triazol-1-yl)but-3-en-2-ol), CI (methyl iodide), [H-].[Na+] (sodium hydride). Solvent: [Cl-].[Na+].O (Brine), C1CCOC1 (THF). Conditions: time 30 minute. Product: ClC1=C(C=CC(=C1)OC1=CC=C(C=C1)Cl)C(CN1N=CN=C1)(C=C)OC (1-[2-[2-chloro-4-(4-chlorophenoxy)phenyl]-2-methoxy-but-3-enyl]-1,2,4-triazole). Reaction SMILES: [Cl:1][C:2]1[CH:7]=[C:6]([O:8][C:9]2[CH:14]=[CH:13][C:12]([Cl:15])=[CH:11][CH:10]=2)[CH:5]=[CH:4][C:3]=1[C:16]([OH:25])([CH:23]=[CH2:24])[CH2:17][N:18]1[CH:22]=[N:21][CH:20]=[N:19]1.[H-].[Na+].CI.Cl[CH2:31]Cl>C1COCC1.[Cl-].[Na+].O>[Cl:1][C:2]1[CH:7]=[C:6]([O:8][C:9]2[CH:10]=[CH:11][C:12]([Cl:15])=[CH:13][CH:14]=2)[CH:5]=[CH:4][C:3]=1[C:16]([O:25][CH3:31])([CH:23]=[CH2:24])[CH2:17][N:18]1[CH:22]=[N:21][CH:20]=[N:19]1 |f:1.2,6.7.8|. Procedure details: 2-[2-chloro-4-(4-chlorophenoxy)phenyl]-1-(1,2,4-triazol-1-yl)but-3-en-2-ol (0.4 g) was dissolved in THF (10 mL) and sodium hydride (0.03 g) was added. The mixture was stirred for 30 min at room temperature and methyl iodide (0.08 mL) was added. The mixture was then heated for 10 h to reflux. Brine and dichloro methane were added, the organic phase was dried and evaporated to obtain the crude product. This was purified by column chromatography to obtain 0.04 g of the desired compound. Reactants: FC(C1=CC=C(C=C1)[C@H]1N(CCC2=CC=CC=C12)C(=O)OC1=CC=C(C=C1)[N+](=O)[O-])(F)F ((R)-4-Nitrophenyl 1-(4-(trifluoromethyl)phenyl)-3,4-dihydroisoquinoline-2(1H)-carboxylate), COCCN (2-methoxyethylamine), COCCN (2-methoxy-ethylamine). Run in CC#N (MeCN). Product: COCCNC(=O)N1[C@@H](C2=CC=CC=C2CC1)C1=CC=C(C=C1)C(F)(F)F ((R)—N-(2-Methoxyethyl)-1-(4-(trifluoromethyl)phenyl)-3,4-dihydroisoquinoline-2(1H)-carboxamide). As a reaction SMILES: [F:1][C:2]([F:32])([F:31])[C:3]1[CH:8]=[CH:7][C:6]([C@@H:9]2[C:18]3[C:13](=[CH:14][CH:15]=[CH:16][CH:17]=3)[CH2:12][CH2:11][N:10]2[C:19](OC2C=CC([N+]([O-])=O)=CC=2)=[O:20])=[CH:5][CH:4]=1.[CH3:33][O:34][CH2:35][CH2:36][NH2:37]>CC#N>[CH3:33][O:34][CH2:35][CH2:36][NH:37][C:19]([N:10]1[CH2:11][CH2:12][C:13]2[C:18](=[CH:17][CH:16]=[CH:15][CH:14]=2)[C@H:9]1[C:6]1[CH:5]=[CH:4][C:3]([C:2]([F:31])([F:32])[F:1])=[CH:8][CH:7]=1)=[O:20]. Reported procedure: To a solution of (R)-4-nitrophenyl 1-(4-(trifluoromethyl)phenyl)-3,4-dihydroisoquinoline-2(1H)-carboxylate (170 mg, 384 μmol, example 88) in MeCN (0.2 mL) was added 2-methoxyethylamine (36.7 μL, 423 μmol). The resulting mixture was then subjected to a microwave irradiation at 180° C. for 15 min. Then, 2-methoxy-ethylamine (0.02 mL) was added and the mixture was subjected to a microwave irradiation at 180° C. for an additional 15 min. Then, the solvent was removed and the residue was dissolved in... Reactants: CC(CCCCCC)(C)C1=CC(=C(C=C1)C1CNCCC1(O)CCCC1=CC=CC=C1)O (3-[4-(1,1-dimethylheptyl)-2-hydroxyphenyl]-4-(3-phenylpropyl)-4-piperidinol), C([O-])([O-])=O.[K+].[K+] (potassium carbonate), O.C1(=CC=C(C=C1)S(=O)(=O)O)C (p-toluenesulfonic acid monohydrate), C1(=CC=CC=C1)C (toluene). The solvent is ClCCl (dichloromethane). Product: CC(CCCCCC)(C)C1=CC(=C(C=C1)C=1CNCCC1CCCC1=CC=CC=C1)O (3-[4-(1,1-Dimethylheptyl)-2-hydroxyphenyl]-4-(3-phenylpropyl)-1,2,5,6-tetrahydropyridine). Reaction SMILES: [CH3:1][C:2]([C:10]1[CH:15]=[CH:14][C:13]([CH:16]2[C:21]([CH2:23][CH2:24][CH2:25][C:26]3[CH:31]=[CH:30][CH:29]=[CH:28][CH:27]=3)(O)[CH2:20][CH2:19][NH:18][CH2:17]2)=[C:12]([OH:32])[CH:11]=1)([CH3:9])[CH2:3][CH2:4][CH2:5][CH2:6][CH2:7][CH3:8].O.C1(C)C=CC(S(O)(=O)=O)=CC=1.C1(C)C=CC=CC=1.C(=O)([O-])[O-].[K+].[K+]>ClCCl>[CH3:9][C:2]([C:10]1[CH:15]=[CH:14][C:13]([C:16]2[CH2:17][NH:18][CH2:19][CH2:20][C:21]=2[CH2:23][CH2:24][CH2:25][C:26]2[CH:27]=[CH:28][CH:29]=[CH:30][CH:31]=2)=[C:12]([OH:32])[CH:11]=1)([CH3:1])[CH2:3][CH2:4][CH2:5][CH2:6][CH2:7][CH3:8] |f:1.2,4.5.6|. Reported procedure: A mixture of 2.0 g. (4.57 mmols.) of 3-[4-(1,1-dimethylheptyl)-2-hydroxyphenyl]-4-(3-phenylpropyl)-4-piperidinol, 0.95 g. (5.0 mmols.) of p-toluenesulfonic acid monohydrate and 100 ml. of toluene is heated under reflux for 2 hours with a Dean Stark trap. The reaction mixture is cooled and added to 100 ml. of 20% potassium carbonate-200 ml. dichloromethane. The dichloromethane extract along with two additional 200 ml. dichloromethane extracts of the basic phase is dried over magnesium sulfate and... Procedure details: A mixture of 7 g of 3-chloro 4-methyl 6-phenyl pyridazine and 7 g of 2-methoxy ethylamine in 50 ml of butanol is taken to reflux for 4 days. The hot solution is poured into 200 ml of water and extracted with ethyl acetate. The organic solution is dried over magnesium sulfate then evaporated to dryness. Run in C(CCC)O (butanol). As a reaction SMILES: Cl[C:2]1[N:3]=[N:4][C:5]([C:9]2[CH:14]=[CH:13][CH:12]=[CH:11][CH:10]=2)=[CH:6][C:7]=1[CH3:8].[CH3:15][O:16][CH2:17][CH2:18][NH2:19].O>C(O)CCC>[CH3:15][O:16][CH2:17][CH2:18][NH:19][C:2]1[N:3]=[N:4][C:5]([C:9]2[CH:14]=[CH:13][CH:12]=[CH:11][CH:10]=2)=[CH:6][C:7]=1[CH3:8]. Product: COCCNC=1N=NC(=CC1C)C1=CC=CC=C1 (3-(2-METHOXY ETHYLAMINO)4-METHYL 6-PHENYL PYRIDAZINE). Reactants: ClC=1N=NC(=CC1C)C1=CC=CC=C1 (3-chloro 4-methyl 6-phenyl pyridazine), COCCN (2-methoxy ethylamine), O (water).